This data is from the Open Reaction Database (ORD), a public repository of structured organic reaction records. The task is: describe an organic reaction: reactants, conditions, products, and yield Reactants: O=C[C@H](O)[C@@H](O)[C@H](O)CO (D-xylose), O=C[C@H](O)[C@@H](O)[C@H](O)[C@H](O)CO (D-glucose). The product is O=C[C@H](O)[C@@H](O)[C@@H](O)CO (L-arabinose). As a reaction SMILES: [O:1]=[CH:2][C@@H:3]([C@H:5]([C@@H:7]([CH2:9][OH:10])[OH:8])[OH:6])[OH:4].O=C[C@@H]([C@H]([C@@H]([C@@H](CO)O)O)O)O>>[O:1]=[CH:2][C@@H:3]([C@H:5]([C@H:7]([CH2:9][OH:10])[OH:8])[OH:6])[OH:4]. Procedure: ±D-xylose: ±D-glucose: + The reactants are C[Al](C)C (trimethylaluminum), ice, C(C)N (ethylamine), [Si](C1=CC=CC=C1)(C1=CC=CC=C1)(C(C)(C)C)OCC=1C(=C(C2=C(C(=NO2)C(=O)OCC)C1)F)N1C[C@H](O[C@H](C1)C)C (Ethyl 5-((tert-butyldiphenylsilyloxy)methyl)-6-((2R,6S)-2,6-dimethylmorpholino)-7-fluorobenzo[d]isoxazole-3-carboxylate), [Si](C1=CC=CC=C1)(C1=CC=CC=C1)(C(C)(C)C)OCC=1C(=C(C2=C(C(=NO2)C(=O)OCC)C1)F)N1C[C@H](O[C@H](C1)C)C (Ethyl 5-((tert-butyldiphenylsilyloxy)methyl)-6-((2R,6S)-2,6-dimethylmorpholino)-7-fluorobenzo[d]isoxazole-3-carboxylate). Run in C1(=CC=CC=C1)C (toluene), C1(=CC=CC=C1)C (toluene). Reaction conditions: time 2 hour. The product is [Si](C1=CC=CC=C1)(C1=CC=CC=C1)(C(C)(C)C)OCC=1C(=C(C2=C(C(=NO2)C(=O)NCC)C1)F)N1C[C@H](O[C@H](C1)C)C (5-((tert-butyldiphenylsilyloxy)methyl)-6-((2R,6S)-2,6-dimethylmorpholino)-N-ethyl-7-fluorobenzo[d]isoxazole-3-carboxamide). Reaction SMILES: C[Al](C)C.[CH2:5]([NH2:7])[CH3:6].[Si:8]([O:25][CH2:26][C:27]1[C:28]([N:42]2[CH2:47][C@H:46]([CH3:48])[O:45][C@H:44]([CH3:49])[CH2:43]2)=[C:29]([F:41])[C:30]2[O:34][N:33]=[C:32]([C:35](OCC)=[O:36])[C:31]=2[CH:40]=1)([C:21]([CH3:24])([CH3:23])[CH3:22])([C:15]1[CH:20]=[CH:19][CH:18]=[CH:17][CH:16]=1)[C:9]1[CH:14]=[CH:13][CH:12]=[CH:11][CH:10]=1>C1(C)C=CC=CC=1>[Si:8]([O:25][CH2:26][C:27]1[C:28]([N:42]2[CH2:43][C@H:44]([CH3:49])[O:45][C@H:46]([CH3:48])[CH2:47]2)=[C:29]([F:41])[C:30]2[O:34][N:33]=[C:32]([C:35]([NH:7][CH2:5][CH3:6])=[O:36])[C:31]=2[CH:40]=1)([C:21]([CH3:22])([CH3:24])[CH3:23])([C:9]1[CH:14]=[CH:13][CH:12]=[CH:11][CH:10]=1)[C:15]1[CH:16]=[CH:17][CH:18]=[CH:19][CH:20]=1. Reported procedure: Under a nitrogen atmosphere, trimethylaluminum (2M in toluene, 1206 μl, 2.41 mmol) was slowly added (gas evolution) to an ice cooled solution of ethylamine (2M in THF) (1206 μl, 2.41 mmol) in 7 ml of toluene. The reaction was allowed to warm to room temperature and stirred for 2 hours. Ethyl 5-((tert-butyldiphenylsilyloxy)methyl)-6-((2R,6S)-2,6-dimethylmorpholino)-7-fluorobenzo[d]isoxazole-3-carboxylate, (Intermediate 204, 190 mg, 0.32 mmol) was added as a solution in toluene (3 ml). The reactio... Reactants: CNCC1CCNC1, CC#N, CC1COc2c(F)c(F)cc3c(=O)c(C(=O)O)cn1c23. The product is CNCC1CCN(c2c(F)cc3c(=O)c(C(=O)O)cn4c3c2OCC4C)C1. As a reaction SMILES: [CH3:21][NH:22][CH2:23][CH:24]1[CH2:25][NH:26][CH2:27][CH2:28]1.[CH3:29][C:30]#[N:31].[F:1][c:2]1[c:3]([F:20])[c:4]2[c:5]3[n:6]([cH:11][c:12]([C:17](=[O:18])[OH:19])[c:13](=[O:16])[c:14]3[cH:15]1)[CH:7]([CH3:10])[CH2:8][O:9]2>>[F:1][c:2]1[c:3]([N:26]2[CH2:25][CH:24]([CH2:23][NH:22][CH3:21])[CH2:28][CH2:27]2)[c:4]2[c:5]3[n:6]([cH:11][c:12]([C:17](=[O:18])[OH:19])[c:13](=[O:16])[c:14]3[cH:15]1)[CH:7]([CH3:10])[CH2:8][O:9]2.